Dataset: the Open Reaction Database (ORD), a public repository of structured organic reaction records. Task: describe an organic reaction: reactants, conditions, products, and yield Reactants: O=C1OC(=CC(=C1C#N)N1CCCC1)C1=CC=CC=C1 (2-oxo-6-phenyl-4-(pyrrolidin-1-yl)-2H-pyran-3-carbonitrile), indanone-2, [H-].[Na+] (NaH), C1CCOC1 (THF). Yields the product C1(=CC=CC=C1)C1=CC(=C(C=2CC3=CC=CC=C3C12)C#N)N1CCCC1 (4-Phenyl-2-pyrrolidin-1-yl-9H-fluorene-1-carbonitrile). As a reaction SMILES: O=[C:2]1[C:7]([C:8]#[N:9])=[C:6]([N:10]2[CH2:14][CH2:13][CH2:12][CH2:11]2)[CH:5]=[C:4]([C:15]2[CH:20]=[CH:19][CH:18]=[CH:17][CH:16]=2)O1.[H-].[Na+].[CH2:23]1[CH2:27]O[CH2:25][CH2:24]1>>[C:15]1([C:4]2[C:6]3[C:5]4[C:24](=[CH:23][CH:27]=[CH:15][CH:4]=4)[CH2:25][C:2]=3[C:7]([C:8]#[N:9])=[C:6]([N:10]3[CH2:14][CH2:13][CH2:12][CH2:11]3)[CH:5]=2)[CH:20]=[CH:19][CH:18]=[CH:17][CH:16]=1 |f:1.2|. Procedure details: A mixture of 2-oxo-6-phenyl-4-(pyrrolidin-1-yl)-2H-pyran-3-carbonitrile (266 mg), indanone-2 (132 mg) and NaH (38 mg) in THF was stirred for <5 min. After completion, the reaction solvent was evaporated under vacuum to dryness and crude solid was quenched with ice water and subsequently neutralized with dil. HCl, finally purified by column chromatography using ethylacetate-hexane as eluent. White solid; mp 210-212° C.; MS (FAB) 336 (M+); IR (KBr) 2208 cm−1 (CN); 13C NMR (75.53 MHz, CDCl3): δ 24.... Starting materials: BrCc1ccccc1Br, C1CCOC1, [H-], [Na+], O, CCOP([O-])OCC. The product is CCOP(=O)(Cc1ccccc1Br)OCC. As a reaction SMILES: [Br:11][c:12]1[c:13]([CH2:14][Br:15])[cH:16][cH:17][cH:18][cH:19]1.[CH2:21]1[O:22][CH2:23][CH2:24][CH2:25]1.[H-:10].[Na+:9].[OH2:20].[P:1]([O:2][CH2:3][CH3:4])([O:5][CH2:6][CH3:7])[O-:8]>>[P:1]([O:2][CH2:3][CH3:4])([O:5][CH2:6][CH3:7])(=[O:8])[CH2:14][c:13]1[c:12]([Br:11])[cH:19][cH:18][cH:17][cH:16]1. Starting materials: CCOC(=O)c1c(C)cccc1O, CN(C)c1ccncc1, COc1cc2nccc(Cl)c2cc1OC, Clc1ccccc1Cl. Yields the product CCOC(=O)c1c(C)cccc1Oc1ccnc2cc(OC)c(OC)cc12. RXN SMILES: [CH3:16][c:17]1[cH:18][cH:19][cH:20][c:21]([OH:28])[c:22]1[C:23](=[O:24])[O:25][CH2:26][CH3:27].[CH3:29][N:30]([CH3:31])[c:32]1[cH:33][cH:34][n:35][cH:36][cH:37]1.[Cl:1][c:2]1[cH:3][cH:4][n:5][c:6]2[cH:7][c:8]([O:14][CH3:15])[c:9]([O:12][CH3:13])[cH:10][c:11]12.[Cl:38][c:39]1[cH:40][cH:41][cH:42][cH:43][c:44]1[Cl:45]>>[c:2]1([O:28][c:21]2[cH:20][cH:19][cH:18][c:17]([CH3:16])[c:22]2[C:23](=[O:24])[O:25][CH2:26][CH3:27])[cH:3][cH:4][n:5][c:6]2[cH:7][c:8]([O:14][CH3:15])[c:9]([O:12][CH3:13])[cH:10][c:11]12. Starting materials: BrCC(=O)C=1C=NC=CC1C (2-bromo-1-(4-methylpyridin-3-yl)ethanone), O=C1NCC=2C(=CC=CC12)C(N)=S (1-oxoisoindolin-4-carbothioamide). Product: CC1=C(C=NC=C1)C=1N=C(SC1)C1=C2CNC(C2=CC=C1)=O (4-[4-(4-methylpyridin-3-yl)-1,3-thiazol-2-yl]isoindolin-1-one). As a reaction SMILES: Br[CH2:2][C:3]([C:5]1[CH:6]=[N:7][CH:8]=[CH:9][C:10]=1[CH3:11])=O.[O:12]=[C:13]1[C:21]2[CH:20]=[CH:19][CH:18]=[C:17]([C:22](=[S:24])[NH2:23])[C:16]=2[CH2:15][NH:14]1>>[CH3:11][C:10]1[CH:9]=[CH:8][N:7]=[CH:6][C:5]=1[C:3]1[N:23]=[C:22]([C:17]2[CH:18]=[CH:19][CH:20]=[C:21]3[C:16]=2[CH2:15][NH:14][C:13]3=[O:12])[S:24][CH:2]=1. Procedure details: By the reaction in the same manner as in Example 25-ii) using 1-oxo-4-isoindolincarbonitrile (310 mg), 1-oxoisoindolin-4-carbothioamide was obtained as pale-green powder. Then, by the reaction in the same manner as in Example 25-iii) using 2-bromo-1-(4-methylpyridin-3-yl)ethanone hydrobromate (520 mg) and 1-oxoisoindolin-4-carbothioamide, the title compound (51 mg) was obtained as colorless powder crystals.